From a dataset of the Open Reaction Database (ORD), a public repository of structured organic reaction records. describe an organic reaction: reactants, conditions, products, and yield The reactants are BrC1=NC=C(C=C1[N+](=O)[O-])Br (2,5-dibromo-3-nitropyridine), CC1(OB(OC1(C)C)C=1CCOCC1)C (4-(4,4,5,5-tetramethyl-1,3,2-dioxaborolan-2-yl)-3,6-dihydro-2H-pyran), C([O-])([O-])=O.[Na+].[Na+] (sodium carbonate). Reagents/catalysts: C=1C=CC(=CC1)[P](C=2C=CC=CC2)(C=3C=CC=CC3)[Pd]([P](C=4C=CC=CC4)(C=5C=CC=CC5)C=6C=CC=CC6)([P](C=7C=CC=CC7)(C=8C=CC=CC8)C=9C=CC=CC9)[P](C=1C=CC=CC1)(C=1C=CC=CC1)C=1C=CC=CC1 (tetrakis(triphenylphosphine)palladium). The solvent is C1(=CC=CC=C1)C (toluene), CCO (EtOH), O (water). Conditions: temperature 70 celsius, time 19 hour. Product: BrC=1C=C(C(=NC1)C=1CCOCC1)[N+](=O)[O-] (5-bromo-2-(3,6-dihydro-2H-pyran-4-yl)-3-nitropyridine). Reaction SMILES: Br[C:2]1[C:7]([N+:8]([O-:10])=[O:9])=[CH:6][C:5]([Br:11])=[CH:4][N:3]=1.CC1(C)C(C)(C)OB([C:20]2[CH2:21][CH2:22][O:23][CH2:24][CH:25]=2)O1.C(=O)([O-])[O-].[Na+].[Na+]>C1(C)C=CC=CC=1.CCO.O.C1C=CC([P]([Pd]([P](C2C=CC=CC=2)(C2C=CC=CC=2)C2C=CC=CC=2)([P](C2C=CC=CC=2)(C2C=CC=CC=2)C2C=CC=CC=2)[P](C2C=CC=CC=2)(C2C=CC=CC=2)C2C=CC=CC=2)(C2C=CC=CC=2)C2C=CC=CC=2)=CC=1>[Br:11][C:5]1[CH:6]=[C:7]([N+:8]([O-:10])=[O:9])[C:2]([C:20]2[CH2:25][CH2:24][O:23][CH2:22][CH:21]=2)=[N:3][CH:4]=1 |f:2.3.4,^1:47,49,68,87|. Procedure: A stirred mixture of 2,5-dibromo-3-nitropyridine (0.31 g, 1.11 mmol), 4-(4,4,5,5-tetramethyl-1,3,2-dioxaborolan-2-yl)-3,6-dihydro-2H-pyran (0.26 g, 1.23 mmol), tetrakis(triphenylphosphine)palladium (64.7 mg, 0.056 mmol), and 2.0M sodium carbonate (3.0 mL, 6.00 mmol) in toluene (3.0 mL) and EtOH (1.0 mL) was heated to 70° C. After 19 h, the reaction was cooled to rt then diluted with water. After extraction with EtOAc, the organic layer was dried over anhydrous sodium sulfate. After filtration an... Reactants: CC(C(C)=O)(CC(C)=O)C (3,3-dimethyl-2,5-hexanedione), C1CCC2CCCC3CCCC1B23.[Li] (lithium perhydro-9b-boraphenalylhydride). Run in O1CCCC1 (tetrahydrofuran). Run at temperature 0 celsius. Product: CC(C(C)=O)(CC(C)O)C (3,3-dimethyl-5-hydroxy-2-hexanone). The yield is 90.0%. Reaction SMILES: [CH3:1][C:2]([CH3:10])([CH2:6][C:7](=[O:9])[CH3:8])[C:3](=[O:5])[CH3:4].C1C2B3C(CCC2)CCCC3CC1.[Li]>O1CCCC1>[CH3:1][C:2]([CH3:10])([CH2:6][CH:7]([OH:9])[CH3:8])[C:3](=[O:5])[CH3:4] |f:1.2,^1:23|. Procedure details: In a flask is placed 100 mmoles of 3,3-dimethyl-2,5-hexanedione in 50 ml. of tetrahydrofuran. The reaction mixture is cooled to 0° C. and 100 mmoles of lithium perhydro-9b-boraphenalylhydride is added slowly. A 90% yield of 3,3-dimethyl-5-hydroxy-2-hexanone is obtained. Starting materials: Schiff base, CC(C)=N[C@H](C(=O)N1[C@H]2C[C@H]2C[C@H]1C#N)C12CC3(CC(CC(C1)C3)C2)O ((1S,3S,5S)-2-[(2S)-2-propan-2-ylideneamino-2-(3-hydroxy-1-adamantyl)acetyl]-2-azabicyclo[3.1.0]hexane-3-carbonitrile). Solvent: O (water). Reaction conditions: time 8 hour. Yields the product C1[C@@H]2C[C@@H]2N([C@@H]1C#N)C(=O)[C@H](C34CC5CC(C3)CC(C5)(C4)O)N.O (Saxagliptin Monohydrate). Yield: 80.1%. As a reaction SMILES: CC(=[N:4][C@@H:5]([C:16]12[CH2:25][CH:20]3[CH2:21][CH:22]([CH2:24][C:18]([OH:26])([CH2:19]3)[CH2:17]1)[CH2:23]2)[C:6]([N:8]1[C@H:13]([C:14]#[N:15])[CH2:12][C@H:11]2[C@@H:9]1[CH2:10]2)=[O:7])C>O>[CH2:12]1[C@@H:13]([C:14]#[N:15])[N:8]([C:6]([C@@H:5]([NH2:4])[C:16]23[CH2:17][C:18]4([OH:26])[CH2:24][CH:22]([CH2:21][CH:20]([CH2:19]4)[CH2:25]2)[CH2:23]3)=[O:7])[C@@H:9]2[C@H:11]1[CH2:10]2.[OH2:7] |f:2.3|. Procedure details: The Schiff base (Compound M, 7.27 g) was suspended in 25 ml of water. The obtained suspension was stirred overnight at room temperature in a closed flask. The product was filtered off and dried at 40° C./0 mbar for 2 hours. (Yield=80.1%) HPLC 100%, Powder XRD—H-1 Starting materials: CC(=O)OCC1COC(C)(C)O1, CO, [Na+], [Na+], O=C([O-])[O-]. Yields the product CC1(C)OCC(CO)O1. RXN SMILES: [C:7](=[O:8])([CH3:9])[O:10][CH2:11][CH:12]1[O:13][C:14]([CH3:17])([CH3:18])[O:15][CH2:16]1.[CH3:19][OH:20].[Na+:1].[Na+:2].[O-:3][C:4](=[O:5])[O-:6]>>[OH:10][CH2:11][CH:12]1[O:13][C:14]([CH3:17])([CH3:18])[O:15][CH2:16]1. Starting materials: FC1=C(C=C2C=CN(C2=C1)S(=O)(=O)C1=CC=CC=C1)O (6-fluoro-1-(phenylsulfonyl)-1H-indol-5-ol), FC1=C(C=C2C=CN(C2=C1)S(=O)(=O)C1=CC=CC=C1)O (6-fluoro-1-(phenylsulfonyl)-1H-indol-5-ol), C1(=CC=CC=C1)P(C1=CC=CC=C1)C1=CC=CC=C1 (triphenylphosphine), OCCNC(OC(C)(C)C)=O (tert-butyl N-(2-hydroxy-ethyl)carbamate), C(=O)(C(F)(F)F)O (TFA). The solvent is C(Cl)Cl (DCM). Reaction conditions: temperature 150 celsius, time 2 hour. Yields the product FC1=C(C=C2C=CN(C2=C1)S(=O)(=O)C1=CC=CC=C1)OCCN (2-{[6-Fluoro-1-(phenylsulfonyl)-1H-indol-5-yl]oxy}ethanamine). Yield: 59.8%. As a reaction SMILES: [F:1][C:2]1[CH:10]=[C:9]2[C:5]([CH:6]=[CH:7][N:8]2[S:11]([C:14]2[CH:19]=[CH:18][CH:17]=[CH:16][CH:15]=2)(=[O:13])=[O:12])=[CH:4][C:3]=1[OH:20].C1(P(C2C=CC=CC=2)C2C=CC=CC=2)C=CC=CC=1.O[CH2:41][CH2:42][NH:43]C(=O)OC(C)(C)C.C(O)(C(F)(F)F)=O>C(Cl)Cl>[F:1][C:2]1[CH:10]=[C:9]2[C:5]([CH:6]=[CH:7][N:8]2[S:11]([C:14]2[CH:19]=[CH:18][CH:17]=[CH:16][CH:15]=2)(=[O:13])=[O:12])=[CH:4][C:3]=1[O:20][CH2:41][CH2:42][NH2:43]. Procedure: To 6-fluoro-1-(phenylsulfonyl)-1H-indol-5-ol (Intermediate 28, 3.0 g, 10 mmol), 1,1′-azobis(N,N (3.5 g, 21 mmol), triphenylphosphine (5.4 g, 21 mmol), tert-butyl N-(2-hydroxy-ethyl)carbamate (3.3 g, 21 mmol) and DCM (20 mL) were added. The mixture was heated at 150° C. for 20 minutes in a microwave heater. The reaction mixture was allowed to cool to room temperature and TFA (20 mL) was added. The reaction mixture was allowed to stir at room temperature for 2 hours. The solvent was removed under ... Starting materials: C=C1C(O[Si](C)(C)C(C)(C)C)CC(O)(CO)CC1O[Si](C)(C)C(C)(C)C, CO, [O-][I+3]([O-])([O-])[O-], [Na+]. Yields the product C=C1C(O[Si](C)(C)C(C)(C)C)CC(=O)CC1O[Si](C)(C)C(C)(C)C. RXN SMILES: [C:7]([CH3:8])([CH3:9])([CH3:10])[Si:11]([O:12][CH:13]1[CH2:14][C:15]([OH:28])([CH2:29][OH:30])[CH2:16][CH:17]([O:20][Si:21]([CH3:22])([CH3:23])[C:24]([CH3:25])([CH3:26])[CH3:27])[C:18]1=[CH2:19])([CH3:31])[CH3:32].[CH3:33][OH:34].[I+3:1]([O-:2])([O-:3])([O-:4])[O-:5].[Na+:6]>>[C:7]([CH3:8])([CH3:9])([CH3:10])[Si:11]([O:12][CH:13]1[CH2:14][C:15](=[O:28])[CH2:16][CH:17]([O:20][Si:21]([CH3:22])([CH3:23])[C:24]([CH3:25])([CH3:26])[CH3:27])[C:18]1=[CH2:19])([CH3:31])[CH3:32].